This data is from the Open Reaction Database (ORD), a public repository of structured organic reaction records. The task is: describe an organic reaction: reactants, conditions, products, and yield The reactants are N1(C=NC=C1)C1C=2C=CC(=CC2C(CC1)(C)C)C#CC1=CC=C(C(=O)[O-])C=C1 (4-(5-imidazol-1-yl-8,8-dimethyl-5,6,7,8-tetrahydro-naphthalen-2-yl-ethynyl)-benzoate), N1(C=NC=C1)C1C=2C=CC(=CC2C(CC1)(C)C)C#CC1=CC=C(C(=O)[O-])C=C1 (4-(5-imidazol-1-yl-8,8-dimethyl-5,6,7,8-tetrahydro-naphthalen-2-yl-ethynyl)-benzoate), [OH-].[Na+] (NaOH), aqueous solution, O1CCCC1 (tetrahydrofuran). The solvent is C(C)O (ethanol). Conditions: time 8 hour. Yields the product N1(C=NC=C1)C1C=2C=CC(=CC2C(CC1)(C)C)C#CC1=CC=C(C=C1)CC(=O)OC (Methyl [4-(5-imidazol-1-yl-8,8-dimethyl-5,6,7,8-tetrahydro-naphthalen-2-ylethynyl)-phenyl]-acetate). The yield is 87.0%. RXN SMILES: [N:1]1([CH:6]2[CH2:15][CH2:14][C:13]([CH3:17])([CH3:16])[C:12]3[CH:11]=[C:10]([C:18]#[C:19][C:20]4[CH:28]=[CH:27][C:23](C([O-])=O)=[CH:22][CH:21]=4)[CH:9]=[CH:8][C:7]2=3)[CH:5]=[CH:4][N:3]=[CH:2]1.[OH-:29].[Na+].[O:31]1[CH2:35]C[CH2:33][CH2:32]1>C(O)C>[N:1]1([CH:6]2[CH2:15][CH2:14][C:13]([CH3:17])([CH3:16])[C:12]3[CH:11]=[C:10]([C:18]#[C:19][C:20]4[CH:21]=[CH:22][C:23]([CH2:33][C:32]([O:31][CH3:35])=[O:29])=[CH:27][CH:28]=4)[CH:9]=[CH:8][C:7]2=3)[CH:5]=[CH:4][N:3]=[CH:2]1 |f:1.2|. Procedure details: Using General Procedure I; a solution of ethyl [4-(5-imidazol-1-yl-8,8-dimethyl-5,6,7,8-tetrahydro-naphthalen-2-yl-ethynyl)-benzoate (Compound 138, 50.0 mg, 0.13 mmol) in ethanol (3 mL) and tetrahydrofuran (1 mL) was treated with NaOH (120.0 mg, 3.0 mmols, 3.0 mL of a 1N aqueous solution) and stirred overnight at room temperature. Work-up afforded 40.0 mg (87%) of the title compound as a colorless solid.